This data is from the Open Reaction Database (ORD), a public repository of structured organic reaction records. The task is: describe an organic reaction: reactants, conditions, products, and yield Yields the product CC(C)(C)OC(=O)Cn1cc(B2OC(C)(C)C(C)(C)O2)cn1. Reactants: O=C([O-])[O-], CC(C)(C)OC(=O)CBr, CC1(C)OB(c2cn[nH]c2)OC1(C)C, [Cs+], [Cs+], CN(C)C=O. Reaction SMILES: [C:24](=[O:25])([O-:26])[O-:27].[CH3:15][C:16]([CH3:17])([CH3:18])[O:19][C:20]([CH2:21][Br:22])=[O:23].[CH3:1][C:2]1([CH3:14])[O:3][B:4]([c:9]2[cH:10][n:11][nH:12][cH:13]2)[O:5][C:6]1([CH3:7])[CH3:8].[Cs+:28].[Cs+:29].[O:30]=[CH:31][N:32]([CH3:33])[CH3:34]>>[CH3:1][C:2]1([CH3:14])[O:3][B:4]([c:9]2[cH:10][n:11]([CH2:21][C:20]([O:19][C:16]([CH3:15])([CH3:17])[CH3:18])=[O:23])[n:12][cH:13]2)[O:5][C:6]1([CH3:7])[CH3:8]. The product is N (NH3), [Si](C)(C)(C(C)(C)C)OCC(C)(C)N1C=C(C=2C=NC=CC21)I (1-(2-{[tert-butyl(dimethyl)silyl]oxy}-1,1-dimethylethyl)-3-iodo-1H-pyrrolo[3,2-c]pyridine). Reactants: IC1=CN(C2=C1C=NC=C2)C(CO)(C)C (2-(3-iodo-1H-pyrrolo[3,2-c]pyridin-1-yl)-2-methylpropan-1-ol), CC(C)(C)[Si](C)(C)Cl (TBDMSCl), N1C=NC=C1 (imidazole). Run at time 18 hour. Solvent: C(Cl)Cl (DCM). Yield: 148.5%. RXN SMILES: [I:1][C:2]1[C:6]2[CH:7]=[N:8][CH:9]=[CH:10][C:5]=2[N:4]([C:11]([CH3:15])([CH3:14])[CH2:12][OH:13])[CH:3]=1.N1C=CN=C1.[CH3:21][C:22]([Si:25](Cl)([CH3:27])[CH3:26])([CH3:24])[CH3:23]>C(Cl)Cl>[NH3:4].[Si:25]([O:13][CH2:12][C:11]([N:4]1[C:5]2[CH:10]=[CH:9][N:8]=[CH:7][C:6]=2[C:2]([I:1])=[CH:3]1)([CH3:15])[CH3:14])([C:22]([CH3:24])([CH3:23])[CH3:21])([CH3:27])[CH3:26]. Procedure details: To a suspension of 2-(3-iodo-1H-pyrrolo[3,2-c]pyridin-1-yl)-2-methylpropan-1-ol (Preparation 66, 3.86 g, 12.2 mmol) in DCM (50 mL) was added imidazole (2.08 g, 30.5 mmol) followed by TBDMSCl (2.21 g, 14.7 mmol) and the reaction was stirred at room temperature for 18 hours. The reaction was partitioned between water (30 mL) and DCM (40 mL). The aqueous layer was washed twice with DCM (40 mL), the organic layers combined, dried and concentrated in vacuo. The residue was purified using silica gel c...